The task is: describe an organic reaction: reactants, conditions, products, and yield. This data is from the Open Reaction Database (ORD), a public repository of structured organic reaction records. The reactants are C(C)(C)(C)OC(=O)NC(CC1=CC=C(C=C1)O)C(=O)NCC(=O)NC(C)C(=O)O (N-t-butoxycarbonyl-DL-tyrosylglycyl-DL-alanine), C(C1=CC=CC=C1)OC([C@@H](NC([C@@H](N)CC1=CC=CC=C1)=O)CC(C)C)=O (L-phenylalanyl-L-leucine benzyl ester), C(C1=CC=CC=C1)OC(C(NC(C(N)CC1=CC=CC=C1)=O)CC(C)C)=O (DL-phenylalanyl-DL-leucine benzyl ester), C(C)(C)(C)OC(=O)N[C@@H](CC1=CC=C(C=C1)O)C(=O)NCC(=O)N[C@@H](C)C(=O)O (N-t-butoxycarbonyl-L-tyrosylglycyl-L-alanine). Product: C(C1=CC=CC=C1)OC(C(NC(C(NC(C(NC(CNC(C(NC(=O)OC(C)(C)C)CC1=CC=C(C=C1)O)=O)=O)C)=O)CC1=CC=CC=C1)=O)CC(C)C)=O (N-t-butoxycarbonyl-DL-tyrosylglycyl-DL-alanyl-DL-phenylalanyl-DL-leucine benzyl ester). RXN SMILES: [C:1]([O:5][C:6]([NH:8][CH:9]([C:18]([NH:20][CH2:21][C:22]([NH:24][CH:25]([C:27](O)=[O:28])[CH3:26])=[O:23])=[O:19])[CH2:10][C:11]1[CH:16]=[CH:15][C:14]([OH:17])=[CH:13][CH:12]=1)=[O:7])([CH3:4])([CH3:3])[CH3:2].[CH2:30]([O:37][C:38](=[O:56])[CH:39]([CH2:52][CH:53]([CH3:55])[CH3:54])[NH:40][C:41](=[O:51])[CH:42]([CH2:44][C:45]1[CH:50]=[CH:49][CH:48]=[CH:47][CH:46]=1)[NH2:43])[C:31]1[CH:36]=[CH:35][CH:34]=[CH:33][CH:32]=1.C(OC(N[C@H](C(NCC(N[C@H](C(O)=O)C)=O)=O)CC1C=CC(O)=CC=1)=O)(C)(C)C.C(OC(=O)[C@H](CC(C)C)NC(=O)[C@H](CC1C=CC=CC=1)N)C1C=CC=CC=1>>[CH2:30]([O:37][C:38](=[O:56])[CH:39]([CH2:52][CH:53]([CH3:54])[CH3:55])[NH:40][C:41](=[O:51])[CH:42]([CH2:44][C:45]1[CH:50]=[CH:49][CH:48]=[CH:47][CH:46]=1)[NH:43][C:27](=[O:28])[CH:25]([CH3:26])[NH:24][C:22](=[O:23])[CH2:21][NH:20][C:18](=[O:19])[CH:9]([CH2:10][C:11]1[CH:12]=[CH:13][C:14]([OH:17])=[CH:15][CH:16]=1)[NH:8][C:6]([O:5][C:1]([CH3:3])([CH3:4])[CH3:2])=[O:7])[C:31]1[CH:32]=[CH:33][CH:34]=[CH:35][CH:36]=1. Reported procedure: When equivalent quantities of N-t-butoxycarbonyl-DL-tyrosylglycyl-DL-alanine and DL-phenylalanyl-DL-leucine benzyl ester are substituted for the N-t-butoxycarbonyl-L-tyrosylglycyl-L-alanine and L-phenylalanyl-L-leucine benzyl ester, respectively in Example 12 and the procedure detailed therein substantially repeated, there is obtained N-t-butoxycarbonyl-DL-tyrosylglycyl-DL-alanyl-DL-phenylalanyl-DL-leucine benzyl ester. Reactants: C1(CC1)C1=NN=C(S1)N=C=O (5-cyclopropyl-1,3,4-thiadiazol-2-yl isocyanate), dimethyl acetal, C(C#C)C(C=O)N (2-propargyl-aminoacetaldehyde), C(C)(=O)OCC (ethyl acetate). Yields the product dimethyl acetal, C(C#C)N(C(=O)NC=1SC(=NN1)C1CC1)CC=O (2-[1-propargyl-3-(5-cyclopropyl-1,3,4-thiadiazol-2-yl)ureido]-acetaldehyde). RXN SMILES: [CH:1]1([C:4]2[S:8][C:7]([N:9]=[C:10]=[O:11])=[N:6][N:5]=2)[CH2:3][CH2:2]1.[CH2:12]([CH:15]([NH2:18])C=O)[C:13]#C.C([O:22][CH2:23][CH3:24])(=O)C>>[CH2:15]([N:18]([CH2:24][CH:23]=[O:22])[C:10]([NH:9][C:7]1[S:8][C:4]([CH:1]2[CH2:3][CH2:2]2)=[N:5][N:6]=1)=[O:11])[C:12]#[CH:13]. Procedure details: A mixture of 5-cyclopropyl-1,3,4-thiadiazol-2-yl isocyanate dimer (7 grams), the dimethyl acetal of 2-propargyl-aminoacetaldehyde (5 grams) and ethyl acetate (50 ml) were charged into a glass reaction vessel equipped with a mechanical stirrer and reflux condenser. The reaction mixture is heated at reflux for a period of about 2 hours. After this time the mixture is stripped of solvent under reduced pressure to yield the desired product the dimethyl acetal of 2-[1-propargyl-3-(5-cyclopropyl-1,3,4... Reactants: Compound 76, C(C)C(CC)NO (N-(1-ethylpropyl)hydroxylamine), C(CCCCCCC)OC1=CC=C(C=C1)C1=CC=C(C=C1)C(=O)O (4'-octyloxy-4-biphenylcarboxylic acid), [N-]=C=O (isocyanate). Product: ON(C(=O)NC1=CC=C(C=C1)C1=CC=C(C=C1)OCCCCCCCC)C(CC)CC (1-Hydroxy-1-(1-ethylpropyl)-3-(4'-octyloxybiphenyl-4-yl)urea). As a reaction SMILES: [CH2:1]([O:9][C:10]1[CH:15]=[CH:14][C:13]([C:16]2[CH:21]=[CH:20][C:19](C(O)=O)=[CH:18][CH:17]=2)=[CH:12][CH:11]=1)[CH2:2][CH2:3][CH2:4][CH2:5][CH2:6][CH2:7][CH3:8].[N-:25]=[C:26]=[O:27].[CH2:28]([CH:30]([NH:33][OH:34])[CH2:31][CH3:32])[CH3:29]>>[OH:34][N:33]([CH:30]([CH2:31][CH3:32])[CH2:28][CH3:29])[C:26]([NH:25][C:19]1[CH:18]=[CH:17][C:16]([C:13]2[CH:12]=[CH:11][C:10]([O:9][CH2:1][CH2:2][CH2:3][CH2:4][CH2:5][CH2:6][CH2:7][CH3:8])=[CH:15][CH:14]=2)=[CH:21][CH:20]=1)=[O:27]. Reported procedure: Using the general method of Compound 76, 4'-octyloxy-4-biphenylcarboxylic acid (3.26 g, 10 mmole) was converted to the isocyanate then reacted with N-(1-ethylpropyl)hydroxylamine (1.4 g, 13.5 mmole) to provide 2.0 g of the desired product as a light tan crystalline solid, m.p. 151°-152.5° C. Analysis: Calculated for C26H38N2O3 : %C, 73.20; %H, 8.98; %N, 6.57; Found: %C, 73.19; %H, 9.01; %N, 6.50. The reactants are CC(=O)O, [Cl-], N#CO[K], NC(C(=O)O)c1ccc(O)cc1, [Na+], O. Yields the product NC(=O)NC(C(=O)O)c1ccc(O)cc1. RXN SMILES: [CH3:13][C:14](=[O:15])[OH:16].[Cl-:22].[K:17][O:18][C:19]#[N:20].[NH2:1][CH:2]([C:3](=[O:4])[OH:5])[c:6]1[cH:7][cH:8][c:9]([OH:12])[cH:10][cH:11]1.[Na+:21].[OH2:23]>>[NH:1]([CH:2]([C:3](=[O:4])[OH:5])[c:6]1[cH:7][cH:8][c:9]([OH:12])[cH:10][cH:11]1)[C:19](=[O:18])[NH2:20]. The reactants are ClCCl, CC(C)(C)S(N)=O, O=S(=O)([O-])[O-], O=Cc1ccc(-c2nc3ccn4cnnc4c3cc2-c2ccccc2)cc1. Yields the product CC(C)(C)S(=O)N=Cc1ccc(-c2nc3ccn4cnnc4c3cc2-c2ccccc2)cc1. As a reaction SMILES: [CH2:40]([Cl:41])[Cl:42].[CH3:1][C:2]([CH3:3])([CH3:4])[S:5](=[O:6])[NH2:7].[O-:8][S:9](=[O:10])(=[O:11])[O-:12].[c:13]1(-[c:19]2[c:20](-[c:32]3[cH:33][cH:34][c:35]([CH:36]=[O:37])[cH:38][cH:39]3)[n:21][c:22]3[cH:23][cH:24][n:25]4[c:26]([c:27]3[cH:28]2)[n:29][n:30][cH:31]4)[cH:14][cH:15][cH:16][cH:17][cH:18]1>>[CH3:1][C:2]([CH3:3])([CH3:4])[S:5](=[O:6])[N:7]=[CH:36][c:35]1[cH:34][cH:33][c:32](-[c:20]2[c:19](-[c:13]3[cH:14][cH:15][cH:16][cH:17][cH:18]3)[cH:28][c:27]3[c:22]([n:21]2)[cH:23][cH:24][n:25]2[c:26]3[n:29][n:30][cH:31]2)[cH:39][cH:38]1. The reactants are CCOC(=O)c1[nH]c(C)c(C2CCN(C)CC2)c1C, CO, Cl, [Li+], [OH-], O. Yields the product [Cl-], [Li+], Cc1[nH]c(C(=O)O)c(C)c1C1CCN(C)CC1. RXN SMILES: [CH2:1]([CH3:2])[O:3][C:4](=[O:5])[c:6]1[nH:7][c:8]([CH3:19])[c:9]([CH:12]2[CH2:13][CH2:14][N:15]([CH3:18])[CH2:16][CH2:17]2)[c:10]1[CH3:11].[CH3:23][OH:24].[ClH:22].[Li+:21].[OH-:20].[OH2:25]>>[Cl-:22].[Li+:21].[O:3]=[C:4]([OH:5])[c:6]1[nH:7][c:8]([CH3:19])[c:9]([CH:12]2[CH2:13][CH2:14][N:15]([CH3:18])[CH2:16][CH2:17]2)[c:10]1[CH3:11].